From a dataset of the Open Reaction Database (ORD), a public repository of structured organic reaction records. describe an organic reaction: reactants, conditions, products, and yield Run in C(C)O (ethanol). Reported procedure: by saponification of the ethyl 4-[2-(4-cyanobenzenesulphonylamino)-ethyl]-cyclohexylacetate with 2N sodium hydroxide solution in ethanol analogously to Example 2c). Yield 72% of theory; m.p. 172°-174° C. after recrystallisation from isopropanol. RXN SMILES: [C:1]([C:3]1[CH:8]=[CH:7][C:6]([S:9]([NH:12][CH2:13][CH2:14][CH:15]2[CH2:20][CH2:19][CH:18]([CH2:21][C:22]([O:24]CC)=[O:23])[CH2:17][CH2:16]2)(=[O:11])=[O:10])=[CH:5][CH:4]=1)#[N:2].[OH-:27].[Na+]>C(O)C>[NH2:2][C:1]([C:3]1[CH:8]=[CH:7][C:6]([S:9]([NH:12][CH2:13][CH2:14][CH:15]2[CH2:16][CH2:17][CH:18]([CH2:21][C:22]([OH:24])=[O:23])[CH2:19][CH2:20]2)(=[O:10])=[O:11])=[CH:5][CH:4]=1)=[O:27] |f:1.2|. Isolated yield 72.0%. Yields the product NC(=O)C1=CC=C(C=C1)S(=O)(=O)NCCC1CCC(CC1)CC(=O)O (4-[2-(4-Aminocarbonylbenzenesulphonylamino)-ethyl]-cyclohexylacetic acid). Starting materials: C(#N)C1=CC=C(C=C1)S(=O)(=O)NCCC1CCC(CC1)CC(=O)OCC (ethyl 4-[2-(4-cyanobenzenesulphonylamino)-ethyl]-cyclohexylacetate), [OH-].[Na+] (sodium hydroxide).